Dataset: the Open Reaction Database (ORD), a public repository of structured organic reaction records. Task: describe an organic reaction: reactants, conditions, products, and yield Reactants: COC(=O)C1=C(C=2N(N(C1=O)CC1=CC=C(C=C1)OC)C=C(C2)Cl)O (6-chloro-4-hydroxy-2-oxo-1-(4-methoxy-benzyl)-1,2-dihydro-pyrrolo[1,2-b]pyridazine-3-carboxylic acid methyl ester), NCC(=O)[O-].[Na+] (sodium glycinate). Product: ClC=1C=C2N(N(C(C(=C2O)C(=O)NCC(=O)O)=O)CC2=CC=C(C=C2)OC)C1 ({[6-Chloro-4-hydroxy-2-oxo-1-(4-methoxy-benzyl)-1,2-dihydro-pyrrolo[1,2-b]pyridazine-3-carbonyl]-amino}-acetic acid). RXN SMILES: CO[C:3]([C:5]1[C:10](=[O:11])[N:9]([CH2:12][C:13]2[CH:18]=[CH:17][C:16]([O:19][CH3:20])=[CH:15][CH:14]=2)[N:8]2[CH:21]=[C:22]([Cl:24])[CH:23]=[C:7]2[C:6]=1[OH:25])=[O:4].[NH2:26][CH2:27][C:28]([O-:30])=[O:29].[Na+]>>[Cl:24][C:22]1[CH:23]=[C:7]2[C:6]([OH:25])=[C:5]([C:3]([NH:26][CH2:27][C:28]([OH:30])=[O:29])=[O:4])[C:10](=[O:11])[N:9]([CH2:12][C:13]3[CH:14]=[CH:15][C:16]([O:19][CH3:20])=[CH:17][CH:18]=3)[N:8]2[CH:21]=1 |f:1.2|. Procedure details: Prepared according to the glycinolysis condition used in Example 1 step d) from 6-chloro-4-hydroxy-2-oxo-1-(4-methoxy-benzyl)-1,2-dihydro-pyrrolo[1,2-b]pyridazine-3-carboxylic acid methyl ester (1.0 eq.) and sodium glycinate (15 eq.). ESI (m/z): 406 (M+H)+.